Dataset: the Open Reaction Database (ORD), a public repository of structured organic reaction records. Task: describe an organic reaction: reactants, conditions, products, and yield Reactants: C1(OCCO1)=O (ethylene carbonate), CC(COC(C)CO)O (dipropylene glycol). The reagents and catalysts are O.O.O.[O-][Sn](=O)[O-].[Na+].[Na+] (sodium stannate trihydrate). Reaction conditions: temperature 175 celsius, time 4 hour. The product is C1(OCCO1)=O (ethylene carbonate), poly(alkylene carbonate) polyol, C(=O)=O (carbon dioxide). Isolated yield 14.7%. Reaction SMILES: [C:1]1(=[O:6])[O:5][CH2:4][CH2:3][O:2]1.CC(O)COC(CO)C>O.O.O.[O-][Sn]([O-])=O.[Na+].[Na+]>[C:1]1(=[O:6])[O:5][CH2:4][CH2:3][O:2]1.[C:1](=[O:5])=[O:2] |f:2.3.4.5.6.7|. Procedure details: A 10:1 mole ratio of ethylene carbonate to dipropylene glycol is heated with stirring under a nitrogen atmosphere for 4 hours at 175° C. using 0.5 percent sodium stannate trihydrate as catalyst to give 100 percent ethylene carbonate conversion to a poly(alkylene carbonate) polyol with 14.7 percent carbon dioxide The catalyst is removed as in Example 1. Starting materials: OCCC#CC1=CC=C(S1)C=1SC=CC1 (5-(4-Hydroxy-1-butynyl)-2,2'-bithiophene), C(CCCCCCCCCCCCCCC)(=O)Cl (Palmitoyl chloride). Run in N1=CC=CC=C1 (pyridine). Run at time 8 hour. Yields the product C(CCCCCCCCCCCCCCC)OCCC#CC1=CC=C(S1)C=1SC=CC1 (5-(4-palmityloxy-1-butynyl )-2,2'- bithiophene). As a reaction SMILES: [OH:1][CH2:2][CH2:3][C:4]#[C:5][C:6]1[S:10][C:9]([C:11]2[S:12][CH:13]=[CH:14][CH:15]=2)=[CH:8][CH:7]=1.[C:16](Cl)(=O)[CH2:17][CH2:18][CH2:19][CH2:20][CH2:21][CH2:22][CH2:23][CH2:24][CH2:25][CH2:26][CH2:27][CH2:28][CH2:29][CH2:30][CH3:31]>N1C=CC=CC=1>[CH2:31]([O:1][CH2:2][CH2:3][C:4]#[C:5][C:6]1[S:10][C:9]([C:11]2[S:12][CH:13]=[CH:14][CH:15]=2)=[CH:8][CH:7]=1)[CH2:30][CH2:29][CH2:28][CH2:27][CH2:26][CH2:25][CH2:24][CH2:23][CH2:22][CH2:21][CH2:20][CH2:19][CH2:18][CH2:17][CH3:16]. Reported procedure: 5-(4-Hydroxy-1-butynyl)-2,2'-bithiophene (0.6 g) was dissolved in pyridine (10 ml). Palmitoyl chloride (1 ml) was added at room temperature, stirred for few minutes and kept overnight. The reaction mixture was treated as in example 21, and 1.2 g of light yellowish crystals were then obtained and the melting point thereof was 68°-69° C. Reactants: Cl.C(C1=CC=CC=C1)N1C(=O)N(C=2N=CNC2C1=O)C (1-benzyl-3-methylxanthine hydrochloride), ClCCCCP(OCC)(=O)OCC (diethyl 4-chlorobutanephosphonate), C([O-])([O-])=O.[K+].[K+] (potassium carbonate). The solvent is CN(C=O)C (dimethylformamide). Run at temperature 70 celsius, time 6 hour. Product: C(C1=CC=CC=C1)N1C(=O)N(C=2N=CN(C2C1=O)CCCCP(OCC)(OCC)=O)C (Diethyl [4-(1-benzyl-3-methylxanthin-7-yl)butyl]phosphonate). Reaction SMILES: Cl.[CH2:2]([N:9]1[C:18](=[O:19])[C:17]2[NH:16][CH:15]=[N:14][C:13]=2[N:12]([CH3:20])[C:10]1=[O:11])[C:3]1[CH:8]=[CH:7][CH:6]=[CH:5][CH:4]=1.Cl[CH2:22][CH2:23][CH2:24][CH2:25][P:26]([O:31][CH2:32][CH3:33])(=[O:30])[O:27][CH2:28][CH3:29].C(=O)([O-])[O-].[K+].[K+]>CN(C)C=O>[CH2:2]([N:9]1[C:18](=[O:19])[C:17]2[N:16]([CH2:22][CH2:23][CH2:24][CH2:25][P:26](=[O:30])([O:31][CH2:32][CH3:33])[O:27][CH2:28][CH3:29])[CH:15]=[N:14][C:13]=2[N:12]([CH3:20])[C:10]1=[O:11])[C:3]1[CH:4]=[CH:5][CH:6]=[CH:7][CH:8]=1 |f:0.1,3.4.5|. Reported procedure: 20 g (0.078 mol) of 1-benzyl-3-methylxanthine hydrochloride, 21.4 g (0.094 mol) of diethyl 4-chlorobutanephosphonate and 26 g (0.2 mol) of potassium carbonate were suspended in 400 ml of dimethylformamide and stirred at 70° C. for 6 hours. The solution was filtered hot and the dimethylformamide was evaporated under reduced pressure. The oily residue which remained was taken up in dichloromethane and washed several times with water. After evaporating the solvent, it was possible to reuse the pale... Starting materials: C1=CC(=CC=C1O)C (paracresol), COC=1C=C(C=CC1OC)C1=NC(=NC=C1C(=O)N1CCOCC1)S(=O)(=O)C (4-(3,4-dimethoxyphenyl)-2-methylsulfonyl-5-morpholinocarbonylpyrimidine). Reagents/catalysts: 1[tris(3,6-dioxaheptyl)amine]. The solvent is C(C)#N (Acetonitrile). Reaction conditions: temperature 65 celsius. The product is COC=1C=C(C=CC1OC)C1=NC(=NC=C1C(=O)N1CCOCC1)OC1=CC=C(C=C1)C (4-(3,4-dimethoxyphenyl)-2-(4-methylphenoxy)-5-morpholinocarbonylpyrimidine). The yield is 75.0%. As a reaction SMILES: [CH:1]1[C:6]([OH:7])=[CH:5][CH:4]=[C:3]([CH3:8])[CH:2]=1.[CH3:9][O:10][C:11]1[CH:12]=[C:13]([C:19]2[C:24]([C:25]([N:27]3[CH2:32][CH2:31][O:30][CH2:29][CH2:28]3)=[O:26])=[CH:23][N:22]=[C:21](S(C)(=O)=O)[N:20]=2)[CH:14]=[CH:15][C:16]=1[O:17][CH3:18]>C(#N)C>[CH3:9][O:10][C:11]1[CH:12]=[C:13]([C:19]2[C:24]([C:25]([N:27]3[CH2:32][CH2:31][O:30][CH2:29][CH2:28]3)=[O:26])=[CH:23][N:22]=[C:21]([O:7][C:6]3[CH:1]=[CH:2][C:3]([CH3:8])=[CH:4][CH:5]=3)[N:20]=2)[CH:14]=[CH:15][C:16]=1[O:17][CH3:18]. Reported procedure: Acetonitrile (10 ml) potassium carbonate (0.5 g), paracresol (2.7 g) and the pyrimidine obtained in Example 432 (1 g) are placed in a reactor together with 3 drops of TDA--1[tris(3,6-dioxaheptyl)amine] as catalyst. The mixture is heated to 65° C. for one hour, and the solvent is evaporated. The mixture is taken up in water and extracted with ether, dried over MgSO4 and evaporated. A white solid is obtained in a yield of 75%, m.p. 152° C. Product: CC(NC(=O)c1ccc(C(=O)N2CC=CC2)c(Br)c1)c1nc2cc(Br)ccc2[nH]1. As a reaction SMILES: [B-:18]([F:19])([F:20])([F:21])[F:22].[Br:1][c:2]1[cH:3][c:4]([C:5](=[O:6])[OH:7])[cH:8][cH:9][c:10]1[C:11](=[O:12])[N:13]1[CH2:14][CH:15]=[CH:16][CH2:17]1.[Br:49][c:50]1[cH:51][c:52]2[c:53]([nH:54][c:55]([CH:57]([CH3:58])[NH2:59])[n:56]2)[cH:60][cH:61]1.[Br:62][Cl:63].[CH2:69]([OH:70])[CH3:71].[CH:40]([N:41]([CH:42]([CH3:43])[CH3:44])[CH2:45][CH3:46])([CH3:47])[CH3:48].[Cl:72][CH2:73][Cl:74].[O:64]1[CH2:65][CH2:66][CH2:67][CH2:68]1.[n:23]1([O:24][C:25]([N:26]([CH3:27])[CH3:28])=[N+:29]([CH3:30])[CH3:31])[c:32]2[cH:33][cH:34][cH:35][cH:36][c:37]2[n:38][n:39]1>>[Br:1][c:2]1[cH:3][c:4]([C:5](=[O:7])[NH:59][CH:57]([c:55]2[nH:54][c:53]3[c:52]([cH:51][c:50]([Br:49])[cH:61][cH:60]3)[n:56]2)[CH3:58])[cH:8][cH:9][c:10]1[C:11](=[O:12])[N:13]1[CH2:14][CH:15]=[CH:16][CH2:17]1. Starting materials: F[B-](F)(F)F, O=C(O)c1ccc(C(=O)N2CC=CC2)c(Br)c1, CC(N)c1nc2cc(Br)ccc2[nH]1, ClBr, CCO, CCN(C(C)C)C(C)C, ClCCl, C1CCOC1, CN(C)C(On1nnc2ccccc21)=[N+](C)C.